Dataset: the Open Reaction Database (ORD), a public repository of structured organic reaction records. Task: describe an organic reaction: reactants, conditions, products, and yield Reactants: NC=1N=C(C/2=C(N1)C[C@@H](N\C2=N/OCCCC(=O)O)C2=C(C=C(C=C2)F)C2=NC(=CC=C2)OC)C ((R,Z)-4-(2-amino-7-(4-fluoro-2-(6-methoxypyridin-2-yl)phenyl)-4-methyl-7,8-dihydropyrido[4,3-d]pyrimidin-5(6H)-ylideneaminooxy)butanoic acid), CNC (dimethylamine), CO (methanol), CN1CCOCC1 (N-methylmorpholine), ClC(=O)OCC(C)C (isobutyl chloroformate). Solvent: C1CCOC1 (THF). Run at time 20 minute. Product: NC=1N=C(C/2=C(N1)C[C@@H](N\C2=N/OCCCC(=O)N(C)C)C2=C(C=C(C=C2)F)C2=NC(=CC=C2)OC)C ((R,Z)-4-(2-amino-7-(4-fluoro-2-(6-methoxypyridin-2-yl)phenyl)-4-methyl-7,8-dihydropyrido[4,3-d]pyrimidin-5(6H)-ylideneaminooxy)-N,N-dimethylbutanamide). Isolated yield 23.3%. As a reaction SMILES: [NH2:1][C:2]1[N:3]=[C:4]([CH3:35])[C:5]2=[C:6]([CH2:8][C@H:9]([C:20]3[CH:25]=[CH:24][C:23]([F:26])=[CH:22][C:21]=3[C:27]3[CH:32]=[CH:31][CH:30]=[C:29]([O:33][CH3:34])[N:28]=3)[NH:10]/[C:11]/2=[N:12]\[O:13][CH2:14][CH2:15][CH2:16][C:17]([OH:19])=O)[N:7]=1.[CH3:36][N:37]1CCOC[CH2:38]1.ClC(OCC(C)C)=O.CNC.CO>C1COCC1>[NH2:1][C:2]1[N:3]=[C:4]([CH3:35])[C:5]2=[C:6]([CH2:8][C@H:9]([C:20]3[CH:25]=[CH:24][C:23]([F:26])=[CH:22][C:21]=3[C:27]3[CH:32]=[CH:31][CH:30]=[C:29]([O:33][CH3:34])[N:28]=3)[NH:10]/[C:11]/2=[N:12]\[O:13][CH2:14][CH2:15][CH2:16][C:17]([N:37]([CH3:38])[CH3:36])=[O:19])[N:7]=1. Procedure: A solution of (R,Z)-4-(2-amino-7-(4-fluoro-2-(6-methoxypyridin-2-yl)phenyl)-4-methyl-7,8-dihydropyrido[4,3-d]pyrimidin-5(6H)-ylideneaminooxy)butanoic acid (110a, 26 mg, 0.054 mmol) in anhydrous THF was chilled in an ice bath and N-methylmorpholine (9 μL, 0.081 mmol) and isobutyl chloroformate (7.7 μL, 0.060 mmol) were added sequentially. The mixture was stirred under an N2 atmosphere for 20 min. A 33 wt % solution of dimethylamine in methanol (54 μL, 0.11 mmol) was added to the reaction which wa... Starting materials: NC1=C(C=C(C#N)C=C1)I (4-Amino-3-iodobenzonitrile), C([O-])([O-])=O.[Na+].[Na+] (sodium carbonate), FC=1C=C(CC2=CC=C(C(=O)NCCC#C[Si](CC)(CC)CC)C=C2)C=CC1 (4-(3-fluorobenzyl)-N-(4-(triethylsilyl)but-3-ynyl)benzamide), [Cl-].[Li+] (lithium chloride). The reagents and catalysts are [Pd](Cl)Cl (palladium(II) chloride), C1(=CC=CC=C1)P(C1=CC=CC=C1)[C-]1C=CC=C1.[C-]1(C=CC=C1)P(C1=CC=CC=C1)C1=CC=CC=C1.[Fe+2] (bis(diphenylphosphino)ferrocene). Solvent: CN(C)C=O (DMF). Conditions: temperature 100 celsius, time 15 hour. Product: C(#N)C=1C=C2C(=C(NC2=CC1)[Si](CC)(CC)CC)CCNC(C1=CC=C(C=C1)CC1=CC(=CC=C1)F)=O (N-(2-(5-Cyano-2-(triethylsilyl)-1H-indol-3-yl)ethyl)-4-(3-fluorobenzyl)benzamide). The yield is 26.7%. Reaction SMILES: [NH2:1][C:2]1[CH:9]=[CH:8][C:5]([C:6]#[N:7])=[CH:4][C:3]=1I.[F:11][C:12]1[CH:13]=[C:14]([CH:36]=[CH:37][CH:38]=1)[CH2:15][C:16]1[CH:35]=[CH:34][C:19]([C:20]([NH:22][CH2:23][CH2:24][C:25]#[C:26][Si:27]([CH2:32][CH3:33])([CH2:30][CH3:31])[CH2:28][CH3:29])=[O:21])=[CH:18][CH:17]=1.[Cl-].[Li+].C(=O)([O-])[O-].[Na+].[Na+]>CN(C=O)C.C1(P([C-]2C=CC=C2)C2C=CC=CC=2)C=CC=CC=1.[C-]1(P(C2C=CC=CC=2)C2C=CC=CC=2)C=CC=C1.[Fe+2].[Pd](Cl)Cl>[C:6]([C:5]1[CH:4]=[C:3]2[C:2](=[CH:9][CH:8]=1)[NH:1][C:26]([Si:27]([CH2:32][CH3:33])([CH2:30][CH3:31])[CH2:28][CH3:29])=[C:25]2[CH2:24][CH2:23][NH:22][C:20](=[O:21])[C:19]1[CH:18]=[CH:17][C:16]([CH2:15][C:14]2[CH:36]=[CH:37][CH:38]=[C:12]([F:11])[CH:13]=2)=[CH:35][CH:34]=1)#[N:7] |f:2.3,4.5.6,8.9.10|. Procedure details: 4-Amino-3-iodobenzonitrile (0.10 g; 0.41 mmol), 4-(3-fluorobenzyl)-N-(4-(triethylsilyl)but-3-ynyl)benzamide (0.162 g; 0.41 mmol) bis(diphenylphosphino)ferrocene]palladium(II) chloride (0.017 g; 0.020 mmol), lithium chloride (0.017 mg; 0.410 mmol) and sodium carbonate (0.087 g; 0.820 mmol) were suspended in DMF (5 mL) and the mixture was stirred at 100° C. for 15 hours. The solution was concentrated under reduced pressure and diluted in ethyl acetate. The organic layer was successively washed wit... Starting materials: [N-]=[N+]=[N-].[Li+] (lithium azide), C1(CCCO1)=O (γ-butyrolactone), O (water). Solvent: CN(C=O)C (dimethylformamide). Run at time 2 hour. The product is N(=[N+]=[N-])C1C(=O)OCC1 (2-Azido-γ-butyrolactone). RXN SMILES: [C:1]1(=[O:6])[O:5][CH2:4][CH2:3][CH2:2]1.[N-:7]=[N+:8]=[N-:9].[Li+].O>CN(C)C=O>[N:7]([CH:2]1[CH2:3][CH2:4][O:5][C:1]1=[O:6])=[N+:8]=[N-:9] |f:1.2|. Reported procedure: 1.56 g (10 mmol) of 2-bromo-,γ-butyrolactone are dissolved in 2 ml of dimethylformamide, and 612 mg (12.5 mmol) of lithium azide are added at 0° C. The mixture is stirred at room temperature for 2 hours, water is added and the mixture is extracted three times with methylene chloride. The combined organic phases are washed three times with water, dried over sodium sulphate and concentrated. 1.10 g (86.6% of theory) of the title compound are obtained. The reactants are O=C(O)C(O)C(O)C(=O)O, O=C([O-])O, CC(C)(Oc1cccc(C2CCCNC2)c1)C(=O)OCc1ccccc1, [Cl-], COC(=O)Cl, Cl, [Na+], O. The product is COC(=O)N1CCCC(c2cccc(OC(C)(C)C(=O)OCc3ccccc3)c2)C1. Reaction SMILES: [C:1]([CH:2]([CH:3]([C:4]([OH:5])=[O:6])[OH:7])[OH:8])([OH:9])=[O:10].[C:37](=[O:38])([OH:39])[O-:40].[CH2:11]([c:12]1[cH:13][cH:14][cH:15][cH:16][cH:17]1)[O:18][C:19]([C:20]([CH3:21])([O:22][c:23]1[cH:24][c:25]([CH:29]2[CH2:30][NH:31][CH2:32][CH2:33][CH2:34]2)[cH:26][cH:27][cH:28]1)[CH3:35])=[O:36].[Cl-:48].[Cl:42][C:43](=[O:44])[O:45][CH3:46].[ClH:47].[Na+:41].[OH2:49]>>[CH2:11]([c:12]1[cH:13][cH:14][cH:15][cH:16][cH:17]1)[O:18][C:19]([C:20]([CH3:21])([O:22][c:23]1[cH:24][c:25]([CH:29]2[CH2:30][N:31]([C:43](=[O:44])[O:45][CH3:46])[CH2:32][CH2:33][CH2:34]2)[cH:26][cH:27][cH:28]1)[CH3:35])=[O:36]. The reactants are S(C)C (Me2S), O=[O+][O-].O=O (Ozone oxygen), C(C)(C)(C)OC(=O)N[C@H]([C@H](C=C)OC(C)=O)CC1=CC=CC=C1 ((3S,4S)-N-[(tert-Butyloxy)carbonyl]-4-amino-3-acetoxy-5-phenylpentene), O=O (Oxygen). Solvent: C(Cl)Cl (methylene chloride). Conditions: time 8 hour. The product is C(C)(C)(C)OC(=O)N[C@H]([C@H](C=O)OC(C)=O)CC1=CC=CC=C1 ((2R, 3S)-N-[(tert-Butyloxy)carbonyl]-3-amino-2-acetoxy-4-phenylbutanal). Reaction SMILES: O=[O+][O-].[O:4]=O.[C:6]([O:10][C:11]([NH:13][C@@H:14]([CH2:22][C:23]1[CH:28]=[CH:27][CH:26]=[CH:25][CH:24]=1)[C@@H:15]([O:18][C:19](=[O:21])[CH3:20])[CH:16]=C)=[O:12])([CH3:9])([CH3:8])[CH3:7].O=O.S(C)C>C(Cl)Cl>[C:6]([O:10][C:11]([NH:13][C@@H:14]([CH2:22][C:23]1[CH:24]=[CH:25][CH:26]=[CH:27][CH:28]=1)[C@@H:15]([O:18][C:19](=[O:21])[CH3:20])[CH:16]=[O:4])=[O:12])([CH3:7])([CH3:8])[CH3:9] |f:0.1|. Reported procedure: Ozone/oxygen was bubbled at -70° C. into a solution of (3S,4S)-N-[(tert-Butyloxy)carbonyl]-4-amino-3-acetoxy-5-phenylpentene (2.55g, 8.0 mmol) [prepared by the method of Hanson et al., J. Ora. Chem., 50, 5399 (1985)] in 100 mL of methylene chloride until a deep blue color persisted. Oxygen was introduced until the blue color completely faded, then 3.0 mL of Me2S was added and the solution was allowed to warm to 0°-5° C. and stand overnight. The solvent was removed at 0° C. under vacuum yielding ... Run at time 17 hour. Solvent: CCOC(=O)C (AcOEt), CN(C)C=O (DMF). As a reaction SMILES: [OH:1][C:2]1[CH:3]=[C:4]([CH:7]=[CH:8][CH:9]=1)[CH:5]=[O:6].FC(F)(F)S(O[CH2:16][CH:17]([F:19])[F:18])(=O)=O.C([O-])([O-])=O.[Cs+].[Cs+].O>CN(C=O)C.CCOC(C)=O>[F:18][CH:17]([F:19])[CH2:16][O:1][C:2]1[CH:3]=[C:4]([CH:7]=[CH:8][CH:9]=1)[CH:5]=[O:6] |f:2.3.4|. Procedure details: A mixture of commercially available 3-hydroxybenzaldehyde (2.000 g; 16.40 mmol), 2,2-difluoroethyl trifluoromethanesulfonate (3.506 g; 16.40 mmol), and Cs2CO3 (8.004 g; 24.60 mmol) in anh. DMF (30 ml) was stirred at rt, under nitrogen, for 17 h. Water and AcOEt were added and the organic layer was washed with water, dried over anh. MgSO4, filtered, and concentrated to dryness under reduced pressure affording 3-(2,2-difluoroethoxy)benzaldehyde as a yellow oil. LC-MS (conditions A): tR=0.67 min.; ... Product: FC(COC=1C=C(C=O)C=CC1)F (3-(2,2-difluoroethoxy)benzaldehyde). The reactants are O (Water), OC=1C=C(C=O)C=CC1 (3-hydroxybenzaldehyde), FC(S(=O)(=O)OCC(F)F)(F)F (2,2-difluoroethyl trifluoromethanesulfonate), C(=O)([O-])[O-].[Cs+].[Cs+] (Cs2CO3). Reactants: ClC1=CC=C(CCO)C=C1 (4-chlorophenethyl alcohol), C1(=CC=CC=C1)P(C1=CC=CC=C1)C1=CC=CC=C1 (triphenylphosphine), BrN1C(CCC1=O)=O (N-bromosuccinimide). Run in C1CCOC1 (THF), C1CCOC1 (THF). Yields the product ClC1=CC=C(CCBr)C=C1 (4-chlorophenethyl bromide). Yield: 54.5%. As a reaction SMILES: [Cl:1][C:2]1[CH:10]=[CH:9][C:5]([CH2:6][CH2:7]O)=[CH:4][CH:3]=1.C1(P(C2C=CC=CC=2)C2C=CC=CC=2)C=CC=CC=1.[Br:30]N1C(=O)CCC1=O>C1COCC1>[Cl:1][C:2]1[CH:10]=[CH:9][C:5]([CH2:6][CH2:7][Br:30])=[CH:4][CH:3]=1. Procedure details: A stirred solution of 4-chlorophenethyl alcohol (131 g) and triphenylphosphine (241.3 g) in dry THF (500 mL) at 0° C. was treated portionwise over 30 min. with N-bromosuccinimide (163.75 g). The resulting black solution was stirred overnight at room temperature, whereupon the THF was evaporated and the residue stirred with ether. The solution was filtered to remove triphenylphosphine oxide and the filtrate evaporated and treated with hexane. The stirred mixture was filtered, evaporated, and the ... The reactants are BrBr (Bromine), COC1=C(C(=C(C(=C1)C)OC)OC)OC (1,2,3,4-tetramethoxy-5-methylbenzene). Run in C(C)(=O)O (acetic acid). Reaction conditions: time 15 minute. Product: BrC1=C(C(=C(C(=C1C)OC)OC)OC)OC (1-Bromo-2,3,4,5-tetramethoxy-6-methylbenzene). Isolated yield 83.5%. As a reaction SMILES: [Br:1]Br.[CH3:3][O:4][C:5]1[CH:10]=[C:9]([CH3:11])[C:8]([O:12][CH3:13])=[C:7]([O:14][CH3:15])[C:6]=1[O:16][CH3:17]>C(O)(=O)C>[Br:1][C:10]1[C:9]([CH3:11])=[C:8]([O:12][CH3:13])[C:7]([O:14][CH3:15])=[C:6]([O:16][CH3:17])[C:5]=1[O:4][CH3:3]. Procedure: Bromine (46.7 g, 0.292 mols) was dropwise added to a solution of 1,2,3,4-tetramethoxy-5-methylbenzene (51.6 g, 0.243 mols) in acetic acid (100 ml) at room temperature, and the reaction mixture was stirred for 15 minutes and then concentrated in vacuo. The residue was diluted with ethyl acetate, and the organic layer was washed with water, a saturated aqueous sodium bicarbonate solution, water and a saturated aqueous sodium chloride solution, then dried, and concentrated in vacuo. The thus-obtain... The reactants are ClC1=C(C#N)C=CC(=C1I)F (2-chloro-4-fluoro-3-iodobenzonitrile), [NH4+].[Cl-] (NH4Cl), C(#C)[Si](C)(C)C (ethynyltrimethylsilane), PTFE. Reagents/catalysts: Cl[Pd]([P](C1=CC=CC=C1)(C2=CC=CC=C2)C3=CC=CC=C3)([P](C4=CC=CC=C4)(C5=CC=CC=C5)C6=CC=CC=C6)Cl (Pd(PPh3)2Cl2), [Cu]I (CuI). The solvent is C1CCOC1 (THF). Reaction conditions: temperature 50 celsius, time 41 hour. The product is ClC1=C(C#N)C=CC(=C1C#C[Si](C)(C)C)F (2-chloro-4-fluoro-3-((trimethylsilyl)ethynyl)benzonitrile). Yield: 91.0%. As a reaction SMILES: [Cl:1][C:2]1[C:9](I)=[C:8]([F:11])[CH:7]=[CH:6][C:3]=1[C:4]#[N:5].[C:12]([Si:14]([CH3:17])([CH3:16])[CH3:15])#[CH:13].[NH4+].[Cl-]>Cl[Pd](Cl)([P](C1C=CC=CC=1)(C1C=CC=CC=1)C1C=CC=CC=1)[P](C1C=CC=CC=1)(C1C=CC=CC=1)C1C=CC=CC=1.[Cu]I.C1COCC1>[Cl:1][C:2]1[C:9]([C:13]#[C:12][Si:14]([CH3:17])([CH3:16])[CH3:15])=[C:8]([F:11])[CH:7]=[CH:6][C:3]=1[C:4]#[N:5] |f:2.3,^1:22,41|. Procedure details: A thick-walled glass pressure vessel was charged with 2-chloro-4-fluoro-3-iodobenzonitrile (2.815 g, 10.00 mmol), Pd(PPh3)2Cl2 (0.351 g, 0.500 mmol), and CuI (0.095 g, 0.500 mmol) and sealed with a rubber septum. Anhydrous THF (25 mL) and DIPA (4.22 mL, 30.0 mmol) were added via syringe and the mixture was degassed 10 min by sparging with N2 while immersed in an ultrasonic cleaning bath. To the degassed mixture was added ethynyltrimethylsilane (4.24 mL, 30.0 mmol), the vessel was resealed with a... The reactants are [H-].[Na+] (NaH), SC1=NC=CC=C1 (2-mercaptopyridine), ClCC(CN1CCN(CC1)C(C1=CC=C(C=C1)F)C1=CC=C(C=C1)F)O (1-(1-chloro-2-hydroxy-3-propanyl)-4-(4, 4'-difluorobenzhydryl)piperazine). Run in CN(C)C=O (DMF), CN(C)C=O (DMF). Conditions: temperature 0 celsius, time 2 hour. Product: O.FC1=CC=C(C=C1)C(N1CCN(CC1)CC(CSC1=NC=CC=C1)O)C1=CC=C(C=C1)F.FC1=CC=C(C=C1)C(C1=CC=C(C=C1)F)N1CCN(CC1)CC(CSC1=NC=CC=C1)O (2-[1-[1-[Bis(4-fluorophenyl)methyl]piperazin-4-yl]-2-hydroxy-3-propanylthio]pyridine Hemihydrate). Reaction SMILES: [H-].[Na+].[SH:3][C:4]1[CH:9]=[CH:8][CH:7]=[CH:6][N:5]=1.Cl[CH2:11][CH:12]([OH:35])[CH2:13][N:14]1[CH2:19][CH2:18][N:17]([CH:20]([C:28]2[CH:33]=[CH:32][C:31]([F:34])=[CH:30][CH:29]=2)[C:21]2[CH:26]=[CH:25][C:24]([F:27])=[CH:23][CH:22]=2)[CH2:16][CH2:15]1>CN(C=O)C>[OH2:35].[F:27][C:24]1[CH:25]=[CH:26][C:21]([CH:20]([C:28]2[CH:29]=[CH:30][C:31]([F:34])=[CH:32][CH:33]=2)[N:17]2[CH2:16][CH2:15][N:14]([CH2:13][CH:12]([OH:35])[CH2:11][S:3][C:4]3[CH:9]=[CH:8][CH:7]=[CH:6][N:5]=3)[CH2:19][CH2:18]2)=[CH:22][CH:23]=1.[F:34][C:31]1[CH:30]=[CH:29][C:28]([CH:20]([N:17]2[CH2:16][CH2:15][N:14]([CH2:13][CH:12]([OH:35])[CH2:11][S:3][C:4]3[CH:9]=[CH:8][CH:7]=[CH:6][N:5]=3)[CH2:19][CH2:18]2)[C:21]2[CH:22]=[CH:23][C:24]([F:27])=[CH:25][CH:26]=2)=[CH:33][CH:32]=1 |f:0.1,5.6.7|. Reported procedure: To NaH (10 mmol, 0.48 g, pentane washed) in DMF (10 mL) was added 2-mercaptopyridine (10 mmol, 1.11 g) at 0° C. After stirring for 2 hours at 0° C., 1-(1-chloro-2-hydroxy-3-propanyl)-4-(4, 4'-difluorobenzhydryl)piperazine (5 mmol, 1.91 g) in DMF (20 mL) was added dropwise under nitrogen over 10 minutes. The mixture was stirred 15 minutes at 0° C. and 5 days at room temperature. The mixture was then filtered and the filtrate concentrated in vacuo (1 mmHg, 70° C.). The concentrated mixture was pur...